This data is from the Open Reaction Database (ORD), a public repository of structured organic reaction records. The task is: describe an organic reaction: reactants, conditions, products, and yield The reactants are solution, Cl (hydrochloric acid), N(C(=N)N)C=1C=C(CC(C(=O)[O-])(C(=O)[O-])NC(C(CC)CC)=O)C=CC1 (3-guanidino-benzyldiethylacetamidomalonate). Run in O (water). The product is N(C(=N)N)C=1C=C(CC(N)C(=O)O)C=CC1 (3-guanidino-DL-phenylalanine). The yield is 43.2%. RXN SMILES: Cl.[NH:2]([C:6]1[CH:7]=[C:8]([CH:25]=[CH:26][CH:27]=1)[CH2:9][C:10]([NH:17]C(=O)C(CC)CC)(C([O-])=O)[C:11]([O-:13])=[O:12])[C:3]([NH2:5])=[NH:4]>O>[NH:2]([C:6]1[CH:7]=[C:8]([CH:25]=[CH:26][CH:27]=1)[CH2:9][CH:10]([C:11]([OH:13])=[O:12])[NH2:17])[C:3]([NH2:5])=[NH:4]. Reported procedure: A 50% solution of concentrated hydrochloric acid in water (40 mls) was added to 3-guanidino-benzyldiethylacetamidomalonate (910 mg, 2.5 mmol). The reaction mixture was stirred at reflux for 15 hours. The solvent was evaporated to a third of the volume and the crude product purified by ion exchange chromatography (Dowex AG 50W-X8, 100-200 mesh resin, 16 ml wet bed volume), eluting with 0.1M ammonia solution to give a tan glass/oil. Futher purified by flash column chromatography (10% 880 ammonia/m... The reactants are CC(=O)O, NC(=O)c1cnccc1C(F)(F)F, OO. Product: NC(=O)c1c[n+]([O-])ccc1C(F)(F)F. RXN SMILES: [CH3:16][C:17](=[O:18])[OH:19].[F:1][C:2]([c:3]1[c:4]([C:9](=[O:10])[NH2:11])[cH:5][n:6][cH:7][cH:8]1)([F:12])[F:13].[OH:14][OH:15]>>[F:1][C:2]([c:3]1[c:4]([C:9](=[O:10])[NH2:11])[cH:5][n+:6]([O-:14])[cH:7][cH:8]1)([F:12])[F:13]. Reactants: C(C1=CC=CC=C1)N1C(NC(=C1C(=O)OCC)C(=O)OCC)(Br)C (diethyl 1-benzyl-2-bromo-methylimidazole-4,5-dicarboxylate), CC([O-])C.[Na+] (sodium isopropoxide), C(C)(C)O (isopropanol), C(C)(C)O (isopropanol), OC(C)(C)C=1N=C(NC1C(=O)OCC)COCC (ethyl 4-(1-hydroxy-1-methylethyl)-2-ethoxymethylimidazole-5-carboxylate). The solvent is O1CCCC1 (tetrahydrofuran). Yields the product C(C1=CC=CC=C1)N1C(=NC(=C1C(=O)OC(C)C)C(=O)OC(C)C)COC(C)C (Diisopropyl 1-benzyl-2-isopropoxymethylimidazole-4,5-dicarboxylate). RXN SMILES: [CH2:1]([N:8]1[C:12]([C:13]([O:15]CC)=O)=[C:11]([C:18]([O:20][CH2:21][CH3:22])=[O:19])[NH:10][C:9]1([CH3:24])Br)[C:2]1[CH:7]=[CH:6][CH:5]=[CH:4][CH:3]=1.[CH3:25][CH:26]([CH3:28])[O-:27].[Na+].[OH:30][C:31](C1N=C(COCC)NC=1C(OCC)=O)([CH3:33])[CH3:32].[CH:48](O)(C)C>O1CCCC1>[CH2:1]([N:8]1[C:12]([C:13]([O:27][CH:26]([CH3:28])[CH3:25])=[O:15])=[C:11]([C:18]([O:20][CH:21]([CH3:22])[CH3:48])=[O:19])[N:10]=[C:9]1[CH2:24][O:30][CH:31]([CH3:33])[CH3:32])[C:2]1[CH:3]=[CH:4][CH:5]=[CH:6][CH:7]=1 |f:1.2|. Reported procedure: A solution of 5.19 g of diethyl 1-benzyl-2-bromomethylimidazole-4,5-dicarboxylate [prepared as described in Preparation 42(ii)] in 20 ml of isopropanol and 25 ml of tetrahydrofuran was added dropwise to a solution of sodium isopropoxide in isopropanol (prepared from 0.77 g of sodium and 100 ml of isopropanol), and then, the resulting mixture was heated under reflux for 5 hours. The reaction solution was then treated following a procedure similar to that described in Preparation 42 (iii). The res... Starting materials: O=C1C=2C=CC(=CC2CCC1)C(=O)OC (methyl 5-oxo-5,6,7,8-tetrahydronaphthalene-2-carboxylate), C1(CCCC1)C=O (cyclopentanecarboxaldehyde), N1CCCC1 (pyrrolidine), C1(CCCC1)C=O (cyclopentanecarboxaldehyde). Run in CO (methanol). The product is C1(CCCC1)C=C1C(C=2C=CC(=CC2CC1)C(=O)OC)=O (methyl 6-(cyclopentylmethylene)-5-oxo-5,6,7,8-tetrahydronaphthalene-2-carboxylate). The yield is 59.0%. RXN SMILES: [O:1]=[C:2]1[CH2:11][CH2:10][CH2:9][C:8]2[CH:7]=[C:6]([C:12]([O:14][CH3:15])=[O:13])[CH:5]=[CH:4][C:3]1=2.[CH:16]1([CH:21]=O)[CH2:20][CH2:19][CH2:18][CH2:17]1.N1CCCC1>CO>[CH:16]1([CH:21]=[C:11]2[CH2:10][CH2:9][C:8]3[CH:7]=[C:6]([C:12]([O:14][CH3:15])=[O:13])[CH:5]=[CH:4][C:3]=3[C:2]2=[O:1])[CH2:20][CH2:19][CH2:18][CH2:17]1. Reported procedure: To a solution of methyl 5-oxo-5,6,7,8-tetrahydronaphthalene-2-carboxylate (3.4 g, 16.7 mmol) in methanol (30 mL) was added cyclopentanecarboxaldehyde (3.3 g, 33.3 mmol) and pyrrolidine (2.78 mL, 33.3 mmol). The solution was stirred for twenty hours at ambient temperature. The reaction was recharged with 0.5 mL of cyclopentanecarboxaldehyde. The resulting precipitate was collected by vacuum filtration to provide methyl 6-(cyclopentylmethylene)-5-oxo-5,6,7,8-tetrahydronaphthalene-2-carboxylate as ... Starting materials: CCOC(=O)/N=N/C(=O)OCC (DEAD), O[C@H]1COCC1 ((R)-(−)-3-hydroxytetrahydrofuran), O=C1N(C(C2=CC=CC=C12)=O)NC(OC(C)(C)C)=O (t-butyl (1,3-dioxoisoindolin-2-yl)carbamate), C1(=CC=CC=C1)P(C1=CC=CC=C1)C1=CC=CC=C1 (triphenylphosphine). Solvent: C1CCOC1 (THF). Run at temperature 0 celsius, time 3 minute. Product: O=C1N(C(C2=CC=CC=C12)=O)N(C(OC(C)(C)C)=O)[C@@H]1COCC1 ((S)-t-butyl (1,3-dioxoisoindolin-2-yl)(tetrahydrofuran-3-yl)carbamate). As a reaction SMILES: CCOC(/N=N/C(OCC)=O)=O.O[C@@H:14]1[CH2:18][CH2:17][O:16][CH2:15]1.[O:19]=[C:20]1[C:28]2[C:23](=[CH:24][CH:25]=[CH:26][CH:27]=2)[C:22](=[O:29])[N:21]1[NH:30][C:31](=[O:37])[O:32][C:33]([CH3:36])([CH3:35])[CH3:34].C1(P(C2C=CC=CC=2)C2C=CC=CC=2)C=CC=CC=1>C1COCC1>[O:29]=[C:22]1[C:23]2[C:28](=[CH:27][CH:26]=[CH:25][CH:24]=2)[C:20](=[O:19])[N:21]1[N:30]([C@H:14]1[CH2:18][CH2:17][O:16][CH2:15]1)[C:31](=[O:37])[O:32][C:33]([CH3:35])([CH3:34])[CH3:36]. Procedure details: DEAD (11.5 mL) was added dropwise to a solution of (R)-(−)-3-hydroxytetrahydrofuran (CAS No. 86087-24-3) (4.84 g), t-butyl (1,3-dioxoisoindolin-2-yl)carbamate (12 g) and triphenylphosphine (18.0 g) in THF (160 mL) under ice-cooling over five minutes. The reaction mixture was stirred at 0° C. for three minutes and then at room temperature for seven hours and 40 minutes. The reaction mixture was concentrated under reduced pressure. The resulting residue was purified by silica gel column chromatogr...